From a dataset of the Open Reaction Database (ORD), a public repository of structured organic reaction records. describe an organic reaction: reactants, conditions, products, and yield Reactants: CC(=O)CP1(=O)OCCCO1, C1CCNCC1, CC(=O)O, Cc1ccccc1, O=Cc1cccc([N+](=O)[O-])c1. The product is CC(=O)C(=Cc1cccc([N+](=O)[O-])c1)P1(=O)OCCCO1. As a reaction SMILES: [CH2:1]([C:2](=[O:3])[CH3:4])[P:5]1(=[O:11])[O:6][CH2:7][CH2:8][CH2:9][O:10]1.[CH2:23]1[CH2:24][CH2:25][NH:26][CH2:27][CH2:28]1.[CH3:29][C:30](=[O:31])[OH:32].[CH3:33][c:34]1[cH:35][cH:36][cH:37][cH:38][cH:39]1.[N+:12](=[O:13])([O-:14])[c:15]1[cH:16][c:17]([CH:18]=[O:19])[cH:20][cH:21][cH:22]1>>[C:1]([C:2](=[O:3])[CH3:4])([P:5]1(=[O:11])[O:6][CH2:7][CH2:8][CH2:9][O:10]1)=[CH:18][c:17]1[cH:16][c:15]([N+:12](=[O:13])[O-:14])[cH:22][cH:21][cH:20]1. The reactants are CCS, CCOCC, CO, COC(=O)C(Cl)Cc1ccc(OCc2ccccc2)cc1, [K+], [OH-]. Yields the product CCSC(Cc1ccc(OCc2ccccc2)cc1)C(=O)OC. RXN SMILES: [CH2:3]([CH3:4])[SH:5].[CH3:27][CH2:28][O:29][CH2:30][CH3:31].[CH3:32][OH:33].[CH3:6][O:7][C:8]([CH:9]([CH2:10][c:11]1[cH:12][cH:13][c:14]([O:17][CH2:18][c:19]2[cH:20][cH:21][cH:22][cH:23][cH:24]2)[cH:15][cH:16]1)[Cl:25])=[O:26].[K+:2].[OH-:1]>>[CH2:3]([CH3:4])[S:5][CH:9]([C:8]([O:7][CH3:6])=[O:26])[CH2:10][c:11]1[cH:12][cH:13][c:14]([O:17][CH2:18][c:19]2[cH:20][cH:21][cH:22][cH:23][cH:24]2)[cH:15][cH:16]1. The reactants are C1CCOC1, CCOC(=O)Cc1cc(F)cc(F)c1, [H-], CC(CI)OCCI, [Na+]. Product: CCOC(=O)C1(c2cc(F)cc(F)c2)CCOC(C)C1. Reaction SMILES: [CH2:25]1[O:26][CH2:27][CH2:28][CH2:29]1.[F:3][c:4]1[cH:5][c:6]([CH2:11][C:12](=[O:13])[O:14][CH2:15][CH3:16])[cH:7][c:8]([F:10])[cH:9]1.[H-:1].[I:17][CH2:18][CH:19]([O:20][CH2:21][CH2:22][I:23])[CH3:24].[Na+:2]>>[F:3][c:4]1[cH:5][c:6]([C:11]2([C:12](=[O:13])[O:14][CH2:15][CH3:16])[CH2:18][CH:19]([CH3:24])[O:20][CH2:21][CH2:22]2)[cH:7][c:8]([F:10])[cH:9]1. The reactants are BrC1=CC=C2CC(C=3C=CC=C1C32)O (5-bromo-1,2-dihydro-1-acenaphthylenol), Cl[Si](C1=CC=CC=C1)(C1=CC=CC=C1)C(C)(C)C (chloro(tert-butyl)diphenylsilane), N1C=NC=C1 (imidazole). Run in C1CCOC1 (THF), C(C)OCC (diethyl ether). Reaction conditions: time 18 hour. The product is BrC1=CC=C2CC(C=3C=CC=C1C32)O[Si](C3=CC=CC=C3)(C3=CC=CC=C3)C(C)(C)C ([(5-Bromo-1,2-dihydro-1-acenaphthylenyl)oxy](tert-butyl)diphenylsilane). As a reaction SMILES: [Br:1][C:2]1[C:12]2[C:13]3[C:5]([CH2:6][CH:7]([OH:14])[C:8]=3[CH:9]=[CH:10][CH:11]=2)=[CH:4][CH:3]=1.Cl[Si:16]([C:29]([CH3:32])([CH3:31])[CH3:30])([C:23]1[CH:28]=[CH:27][CH:26]=[CH:25][CH:24]=1)[C:17]1[CH:22]=[CH:21][CH:20]=[CH:19][CH:18]=1.N1C=CN=C1>C1COCC1.C(OCC)C>[Br:1][C:2]1[C:12]2[C:13]3[C:5]([CH2:6][CH:7]([O:14][Si:16]([C:29]([CH3:32])([CH3:31])[CH3:30])([C:23]4[CH:24]=[CH:25][CH:26]=[CH:27][CH:28]=4)[C:17]4[CH:22]=[CH:21][CH:20]=[CH:19][CH:18]=4)[C:8]=3[CH:9]=[CH:10][CH:11]=2)=[CH:4][CH:3]=1. Reported procedure: To 5-bromo-1,2-dihydro-1-acenaphthylenol (0.25 g, 1 mmol) in dry THF (30 mL) was added chloro(tert-butyl)diphenylsilane (0.275 g, 1 mmol) and imidazole (0.34 g, 5 mmol), and the reaction stirred at room temperature under nitrogen for 18 h. The mixture was diluted with diethyl ether, filtered through a pad of silica, and evaporated in vacuo. Purification by flash chromatography on silica, eluting with ethyl acetate/hexane (1:9 to 1:1), yielded the title compound as a colourless oil.